Task: describe an organic reaction: reactants, conditions, products, and yield. Dataset: the Open Reaction Database (ORD), a public repository of structured organic reaction records RXN SMILES: [Br:41][CH2:42][c:43]1[cH:44][cH:45][c:46]([Cl:49])[cH:47][cH:48]1.[C:35](=[O:36])([O-:37])[O-:38].[CH3:1][NH:2][c:3]1[s:4][c:5]2[c:6]([c:7]1[C:8](=[O:9])[NH:10][CH:11]([CH3:12])[c:13]1[cH:14][cH:15][c:16]([C:17](=[O:18])[O:19][CH3:20])[cH:21][cH:22]1)[CH2:23][CH2:24][CH2:25][CH2:26]2.[CH3:27][N:28]1[CH2:29][CH2:30][N:31]([CH3:32])[C:33]1=[O:34].[K+:39].[K+:40].[OH2:50]>>[CH3:1][N:2]([c:3]1[s:4][c:5]2[c:6]([c:7]1[C:8](=[O:9])[NH:10][CH:11]([CH3:12])[c:13]1[cH:14][cH:15][c:16]([C:17](=[O:18])[O:19][CH3:20])[cH:21][cH:22]1)[CH2:23][CH2:24][CH2:25][CH2:26]2)[CH2:42][c:43]1[cH:44][cH:45][c:46]([Cl:49])[cH:47][cH:48]1. Starting materials: Clc1ccc(CBr)cc1, O=C([O-])[O-], CNc1sc2c(c1C(=O)NC(C)c1ccc(C(=O)OC)cc1)CCCC2, CN1CCN(C)C1=O, [K+], [K+], O. Yields the product COC(=O)c1ccc(C(C)NC(=O)c2c(N(C)Cc3ccc(Cl)cc3)sc3c2CCCC3)cc1. The reactants are S1C=C(C=C1)C=1C=C(CBr)C=CC1 (3-(3-thienyl)benzyl bromide), [H-].[Al+3].[Li+].[H-].[H-].[H-] (lithium aluminium hydride), C(=O)(OCC)C=1N=C(SC1)S (4-carboethoxy-2-mercaptothiazole), ester. Product: S1C=C(C=C1)C=1C=C(CSC=2SC=C(N2)CO)C=CC1 (2-[3-(3-thienyl)benzylthio]4-thiazolylmethyl alcohol). As a reaction SMILES: [S:1]1[CH:5]=[CH:4][C:3]([C:6]2[CH:7]=[C:8]([CH:11]=[CH:12][CH:13]=2)[CH2:9]Br)=[CH:2]1.[C:14]([C:19]1[N:20]=[C:21]([SH:24])[S:22][CH:23]=1)(OCC)=[O:15].[H-].[Al+3].[Li+].[H-].[H-].[H-]>>[S:1]1[CH:5]=[CH:4][C:3]([C:6]2[CH:7]=[C:8]([CH:11]=[CH:12][CH:13]=2)[CH2:9][S:24][C:21]2[S:22][CH:23]=[C:19]([CH2:14][OH:15])[N:20]=2)=[CH:2]1 |f:2.3.4.5.6.7|. Procedure: The same reaction as in Referential Example 57 is carried out except using 3-(3-thienyl)benzyl bromide [prepared by reducing 3-(3-thienyl)benzaldehyde with sodium borohydride, followed by reacting with phosphorus tribromide] and 4-carboethoxy-2-mercaptothiazole [J. Org. Chem., 25, 1337 (1960)], and the resulting ester compound is reduced with lithium aluminium hydride to give the captioned compound. The reactants are CCOC(=O)c1nc(-c2ccc([N+](=O)[O-])cc2)[nH]c1-c1ccc(OCC)cc1, CCO, [Na+], [OH-]. The product is CCOc1ccc(-c2[nH]c(-c3ccc([N+](=O)[O-])cc3)nc2C(=O)O)cc1. RXN SMILES: [CH2:1]([CH3:2])[O:3][c:4]1[cH:5][cH:6][c:7](-[c:10]2[c:11]([C:24](=[O:25])[O:26][CH2:27][CH3:28])[n:12][c:13](-[c:15]3[cH:16][cH:17][c:18]([N+:21](=[O:22])[O-:23])[cH:19][cH:20]3)[nH:14]2)[cH:8][cH:9]1.[CH3:31][CH2:32][OH:33].[Na+:30].[OH-:29]>>[CH2:1]([CH3:2])[O:3][c:4]1[cH:5][cH:6][c:7](-[c:10]2[c:11]([C:24](=[O:25])[OH:26])[n:12][c:13](-[c:15]3[cH:16][cH:17][c:18]([N+:21](=[O:22])[O-:23])[cH:19][cH:20]3)[nH:14]2)[cH:8][cH:9]1. Starting materials: CO, N, N#CC1CCCC(O)C1. Yields the product NCC1CCCC(O)C1. As a reaction SMILES: [CH3:11][OH:12].[NH3:1].[OH:2][CH:3]1[CH2:4][CH:5]([C:9]#[N:10])[CH2:6][CH2:7][CH2:8]1>>[OH:2][CH:3]1[CH2:4][CH:5]([CH2:9][NH2:10])[CH2:6][CH2:7][CH2:8]1. Starting materials: COC(C([C@@](C)(C1=C(C=CC(=C1)[N+](=O)[O-])F)N)(C)C)=O ((S)-3-amino-3-(2-fluoro-5-nitro-phenyl)-2,2-dimethyl-butyric acid methyl ester), CNC(=S)NC(OC(C)(C)C)=O (tert-butyl [(methylamino)carbonothioyl]carbamate). Product: C(C)(C)(C)OC(NC=1N(C(C([C@@](N1)(C)C1=C(C=CC(=C1)[N+](=O)[O-])F)(C)C)=O)C)=O ([(S)-4-(2-fluoro-5-nitro-phenyl)-1,4,5,5-tetramethyl-6-oxo-1,4,5,6-tetrahydro-pyrimidin-2-yl]-carbamic acid tert-butyl ester). RXN SMILES: CO[C:3](=[O:20])[C:4]([CH3:19])([CH3:18])[C@:5]([NH2:17])([C:7]1[CH:12]=[C:11]([N+:13]([O-:15])=[O:14])[CH:10]=[CH:9][C:8]=1[F:16])[CH3:6].[CH3:21][NH:22][C:23]([NH:25][C:26](=[O:32])[O:27][C:28]([CH3:31])([CH3:30])[CH3:29])=S>>[C:28]([O:27][C:26](=[O:32])[NH:25][C:23]1[N:22]([CH3:21])[C:3](=[O:20])[C:4]([CH3:18])([CH3:19])[C@:5]([C:7]2[CH:12]=[C:11]([N+:13]([O-:15])=[O:14])[CH:10]=[CH:9][C:8]=2[F:16])([CH3:6])[N:17]=1)([CH3:31])([CH3:30])[CH3:29]. Procedure: Starting from (S)-3-amino-3-(2-fluoro-5-nitro-phenyl)-2,2-dimethyl-butyric acid methyl ester and tert-butyl [(methylamino)carbonothioyl]carbamate (1.8 mmole), the product [(S)-4-(2-fluoro-5-nitro-phenyl)-1,4,5,5-tetramethyl-6-oxo-1,4,5,6-tetrahydro-pyrimidin-2-yl]-carbamic acid tert-butyl ester (31 mg) was obtained as pale yellow oil. MS (ESI): m/z=407.3 [M−H]−. A second fraction contained [(R)-4-(2-methoxy-5-nitro-phenyl)-1,4,5,5-tetramethyl-6-oxo-1,4,5,6-tetrahydro-pyrimidin-2-yl]-carbamic aci...